From a dataset of the Open Reaction Database (ORD), a public repository of structured organic reaction records. describe an organic reaction: reactants, conditions, products, and yield Starting materials: [N+](=O)([O-])C1=CC=C(O1)C(=O)Cl (5-nitro-2-furancarboxylic acid chloride), N(N)C=1SC2=C(N1)C=CC(=C2)OC (2-hydrazino-6-methoxybenzothiazole). Run at temperature 0 celsius, time 1 hour. The product is COC1=CC2=C(N=C(S2)NNC(=O)C=2OC(=CC2)[N+](=O)[O-])C=C1 (N′2-(6-methoxy-1,3-benzothiazol-2yl)-5-nitro-2-furanecarbohydrazide). Reaction SMILES: [N+:1]([C:4]1[O:8][C:7]([C:9](Cl)=[O:10])=[CH:6][CH:5]=1)([O-:3])=[O:2].[NH:12]([C:14]1[S:15][C:16]2[CH:22]=[C:21]([O:23][CH3:24])[CH:20]=[CH:19][C:17]=2[N:18]=1)[NH2:13]>>[CH3:24][O:23][C:21]1[CH:20]=[CH:19][C:17]2[N:18]=[C:14]([NH:12][NH:13][C:9]([C:7]3[O:8][C:4]([N+:1]([O-:3])=[O:2])=[CH:5][CH:6]=3)=[O:10])[S:15][C:16]=2[CH:22]=1. Procedure: The compound 4c was prepared according to above described method by using 5-nitro-2-furancarboxylic acid chloride (300 mg, 1 mmol) and 2-hydrazino-6-methoxybenzothiazole (260 mg, 1 mmol) which stirred for 1 h at 0° C. and stirring continued at 25° C. for 11 h (yield 283 mg, 85%). The reactants are C(C1=CC=CC=C1)N1CC(OCC1)CO (4-benzyl-2-hydroxymethylmorpholine), CC(C)([O-])C.[K+] (potassium tert-butoxide), CS(=O)C (dimethyl sulfoxide), C1C(C2=CC=CC=C2)O1 (styrene oxide), ice water. Run in C(C)OCC (diethyl ether). Reaction conditions: temperature 80 celsius, time 2 hour. The product is C1(=CC=CC=C1)C(COCC1CN(CCO1)CC1=CC=CC=C1)O (1-phenyl-2-[(4-benzylmorpholin-2-yl)methoxy]ethanol). Yield: 29.4%. Reaction SMILES: [CH2:1]([N:8]1[CH2:13][CH2:12][O:11][CH:10]([CH2:14][OH:15])[CH2:9]1)[C:2]1[CH:7]=[CH:6][CH:5]=[CH:4][CH:3]=1.CC(C)([O-])C.[K+].CS(C)=O.[CH2:26]1[O:34][CH:27]1[C:28]1[CH:33]=[CH:32][CH:31]=[CH:30][CH:29]=1>C(OCC)C>[C:28]1([CH:27]([OH:34])[CH2:26][O:15][CH2:14][CH:10]2[O:11][CH2:12][CH2:13][N:8]([CH2:1][C:2]3[CH:3]=[CH:4][CH:5]=[CH:6][CH:7]=3)[CH2:9]2)[CH:33]=[CH:32][CH:31]=[CH:30][CH:29]=1 |f:1.2|. Reported procedure: A mixture of 4.30 g of 4-benzyl-2-hydroxymethylmorpholine, 930 mg of potassium tert-butoxide and 4 ml of dimethyl sulfoxide was heated to 80° C. Thereto was dropwise added 2.50 g of styrene oxide over 20 minutes. The resulting mixture was stirred for 2 hours at the same temperature. The reaction mixture was added to a mixture of 30 ml of diethyl ether and 30 ml of ice water. The organic layer was separated and mixed with 10 ml of water. The mixture was adjusted to pH 2.0 with 6N hydrochloric aci...